This data is from the Open Reaction Database (ORD), a public repository of structured organic reaction records. The task is: describe an organic reaction: reactants, conditions, products, and yield The reactants are FCCCCCCCCCCCCCCCCl, Cc1ccc(NC(=O)c2cc([N+](=O)[O-])ccc2N)c(C)c1, C1CCOC1, c1ccncc1. Yields the product Cc1ccc(NC(=O)c2cc([N+](=O)[O-])ccc2NC(=O)CF)c(C)c1. Reaction SMILES: [CH2:28]([Cl:29])[CH2:30][CH2:31][CH2:32][CH2:33][CH2:34][CH2:35][CH2:36][CH2:37][CH2:38][CH2:39][CH2:40][CH2:44][CH2:41][CH2:42][F:43].[NH2:1][c:2]1[c:3]([C:4](=[O:5])[NH:6][c:7]2[c:8]([CH3:14])[cH:9][c:10]([CH3:13])[cH:11][cH:12]2)[cH:15][c:16]([N+:19](=[O:20])[O-:21])[cH:17][cH:18]1.[O:45]1[CH2:46][CH2:47][CH2:48][CH2:49]1.[cH:22]1[cH:23][cH:24][n:25][cH:26][cH:27]1>>[NH:1]([c:2]1[c:3]([C:4](=[O:5])[NH:6][c:7]2[c:8]([CH3:14])[cH:9][c:10]([CH3:13])[cH:11][cH:12]2)[cH:15][c:16]([N+:19](=[O:20])[O-:21])[cH:17][cH:18]1)[C:41]([CH2:42][F:43])=[O:45]. The reactants are C(C)(C)(C)NCC1=C(C2=CC=CC=C2C=C1)C1=CC=CC(=N1)C=NC1=C(C=C(C=C1C)C)C (N-[(6-{2-[(tert-butylamino)methyl]-1-naphthyl}pyridin-2-yl)methylene]-2,4,6-trimethylaniline), [BH3-]C#N.[Na+] (NaBH3CN), orange oil, O (water). Reagents/catalysts: C(=O)O (formic acid). The solvent is CO (methanol). Product: C(C)(C)(C)NCC1=C(C2=CC=CC=C2C=C1)C1=CC=CC(=N1)CNC1=C(C=C(C=C1C)C)C (N-[(6-{2-[(tert-Butylamino)methyl]-1-naphthyl}pyridin-2-yl)methyl]-2,4,6-trimethylaniline). Reaction SMILES: [C:1]([NH:5][CH2:6][C:7]1[CH:16]=[CH:15][C:14]2[C:9](=[CH:10][CH:11]=[CH:12][CH:13]=2)[C:8]=1[C:17]1[N:22]=[C:21]([CH:23]=[N:24][C:25]2[C:30]([CH3:31])=[CH:29][C:28]([CH3:32])=[CH:27][C:26]=2[CH3:33])[CH:20]=[CH:19][CH:18]=1)([CH3:4])([CH3:3])[CH3:2].[BH3-]C#N.[Na+].O>CO.C(O)=O>[C:1]([NH:5][CH2:6][C:7]1[CH:16]=[CH:15][C:14]2[C:9](=[CH:10][CH:11]=[CH:12][CH:13]=2)[C:8]=1[C:17]1[N:22]=[C:21]([CH2:23][NH:24][C:25]2[C:30]([CH3:31])=[CH:29][C:28]([CH3:32])=[CH:27][C:26]=2[CH3:33])[CH:20]=[CH:19][CH:18]=1)([CH3:4])([CH3:3])[CH3:2] |f:1.2|. Procedure: To a solution of 1.75 g (4.10 mmol) of N-[(6-{2-[(tert-butylamino)methyl]-1-naphthyl}pyridin-2-yl)methylene]-2,4,6-trimethylaniline in 20 ml of methanol, 0.42 g (6.70 mmol) of NaBH3CN was added in one portion followed by addition of three drops of 88% formic acid. The reaction mixture was refluxed under inert atmosphere for 1 hour and then poured into 50 ml of water. The crude product was extracted with 3×20 ml of ether. The organic extract was washed with water, dried over K2CO3, and then evapo... The reactants are O=C1CCC(=O)N1Br, ClCCl, COc1cc(N)ccc1F. Product: COc1cc(N)c(Br)cc1F. Reaction SMILES: [Br:11][N:12]1[C:13](=[O:14])[CH2:15][CH2:16][C:17]1=[O:18].[Cl:19][CH2:20][Cl:21].[F:1][c:2]1[c:3]([O:9][CH3:10])[cH:4][c:5]([NH2:6])[cH:7][cH:8]1>>[F:1][c:2]1[c:3]([O:9][CH3:10])[cH:4][c:5]([NH2:6])[c:7]([Br:11])[cH:8]1.